This data is from the Open Reaction Database (ORD), a public repository of structured organic reaction records. The task is: describe an organic reaction: reactants, conditions, products, and yield Starting materials: CC(C)[N-]C(C)C, CI, [Li+], C1CCOC1, O, CCOC(=O)C1CCN(c2ccncn2)CC1. Product: CCOC(=O)C1(C)CCN(c2ccncn2)CC1. RXN SMILES: [CH:18]([N-:19][CH:20]([CH3:21])[CH3:22])([CH3:23])[CH3:24].[I:26][CH3:27].[Li+:25].[O:29]1[CH2:30][CH2:31][CH2:32][CH2:33]1.[OH2:28].[n:1]1[cH:2][n:3][c:4]([N:7]2[CH2:8][CH2:9][CH:10]([C:13](=[O:14])[O:15][CH2:16][CH3:17])[CH2:11][CH2:12]2)[cH:5][cH:6]1>>[n:1]1[cH:2][n:3][c:4]([N:7]2[CH2:8][CH2:9][C:10]([C:13](=[O:14])[O:15][CH2:16][CH3:17])([CH3:18])[CH2:11][CH2:12]2)[cH:5][cH:6]1. Starting materials: COC=1C=C2C(=C(N=C(C2=CC1)NCCNC(OC(C)(C)C)=O)C)C1=CC=CC=C1 (Tert-butyl 2-[(6-methoxy-3-methyl-4-phenylisoquinolin-1-yl)amino]ethylcarbamate), Cl (HCl). Conditions: time 30 minute. Product: [Cl-].[Cl-].[NH3+]CCNC1=[NH+]C(=C(C2=CC(=CC=C12)OC)C1=CC=CC=C1)C (1-[(2-ammonioethyl)amino]-6-methoxy-3-methyl-4-phenylisoquinolinium dichloride). RXN SMILES: [CH3:1][O:2][C:3]1[CH:4]=[C:5]2[C:10](=[CH:11][CH:12]=1)[C:9]([NH:13][CH2:14][CH2:15][NH:16]C(=O)OC(C)(C)C)=[N:8][C:7]([CH3:24])=[C:6]2[C:25]1[CH:30]=[CH:29][CH:28]=[CH:27][CH:26]=1.[ClH:31]>>[Cl-:31].[Cl-:31].[NH3+:16][CH2:15][CH2:14][NH:13][C:9]1[C:10]2[C:5](=[CH:4][C:3]([O:2][CH3:1])=[CH:12][CH:11]=2)[C:6]([C:25]2[CH:30]=[CH:29][CH:28]=[CH:27][CH:26]=2)=[C:7]([CH3:24])[NH+:8]=1 |f:2.3.4|. Procedure details: Tert-butyl 2-[(6-methoxy-3-methyl-4-phenylisoquinolin-1-yl)amino]ethylcarbamate (0.61 g) was treated with 100 mL of HCl-saturated EtOAc. The reaction was stirred at 0 C for 30 min, then at room temp for 3.5 h, then concentrated to dryness. Recrystallization from methanol/EtOAc provided the titled compound.